From a dataset of the Open Reaction Database (ORD), a public repository of structured organic reaction records. describe an organic reaction: reactants, conditions, products, and yield Reactants: [N+](=O)([O-])C12C3C4C5(C3C1C5C24)[N+](=O)[O-] (1,4-dinitrocubane), C(C(=O)Cl)(=O)Cl (oxalyl chloride). As a reaction SMILES: [N+:1]([C:4]12[CH:11]3[CH:6]4[C:7]5([N+:12]([O-:14])=[O:13])[CH:10]3[CH:9]1[CH:8]5[CH:5]24)([O-:3])=[O:2].[C:15]([Cl:20])(=O)[C:16]([Cl:18])=O>>[Cl:18][C:8]12[CH:5]3[CH:6]4[CH:11]5[C:4]3([N+:1]([O-:3])=[O:2])[CH:9]1[CH:10]5[C:7]24[N+:12]([O-:14])=[O:13].[Cl:18][C:16]12[CH:11]3[CH:6]4[CH:5]5[C:4]3([N+:1]([O-:3])=[O:2])[C:15]1([Cl:20])[CH:8]5[C:7]24[N+:12]([O-:14])=[O:13]. The product is ClC12C3(C4C2C2(C1C3C42)[N+](=O)[O-])[N+](=O)[O-] (2-chloro-1,4-dinitrocubane), ClC12C3(C4C2(C2(C1C3C42)[N+](=O)[O-])Cl)[N+](=O)[O-] (2,5-dichloro-1,4-dinitrocubane). Reported procedure: A solution of 1,4-dinitrocubane (Eaton, P.E.; et al; J. Org. Chem.; 1984, 49, 185; Eaton, P.E.; Wicks, G.E.; J. Org. Chem.; 1988, 53, 5353) in oxalyl chloride was irradiated under a sunlamp for 12 h at room temperature. After removing oxalyl chloride under reduced pressure, the reaction mixture was hydrolyzed nd partioned between ethyl acetate and 5% aqueous NaOH. From the organic phase was isolated 2-chloro-1,4-dinitrocubane, 3, and 2,5-dichloro-1,4-dinitrocubane, 4. After acidification of the ...